From a dataset of the Open Reaction Database (ORD), a public repository of structured organic reaction records. describe an organic reaction: reactants, conditions, products, and yield The reactants are BrC=1C(=C2CCC=3N(C2=CC1)C(=NN3)C)F (7-bromo-6-fluoro-1-methyl-4,5-dihydro-[1,2,4]triazolo[4,3-a]quinoline), C(C)C1=C(C=NC=C1B1OC(C(O1)(C)C)(C)C)F (4-ethyl-3-fluoro-5-(4,4,5,5-tetramethyl-1,3,2-dioxaborolan-2-yl)pyridine), ClCCl (dichloromethane), C([O-])([O-])=O.[Na+].[Na+] (sodium carbonate). The solvent is O (water), O1CCOCC1 (1,4-dioxan). Run at temperature 100 celsius, time 12 hour. The product is C(C)C1=C(C=NC=C1F)C=1C(=C2CCC=3N(C2=CC1)C(=NN3)C)F (7-(4-ethyl-5-fluoropyridin-3-yl)-6-fluoro-1-methyl-4,5-dihydro-[1,2,4]-triazolo[4,3-a]quinoline). RXN SMILES: Br[C:2]1[C:3]([F:16])=[C:4]2[C:9](=[CH:10][CH:11]=1)[N:8]1[C:12]([CH3:15])=[N:13][N:14]=[C:7]1[CH2:6][CH2:5]2.[CH2:17]([C:19]1[C:24](B2OC(C)(C)C(C)(C)O2)=[CH:23][N:22]=[CH:21][C:20]=1[F:34])[CH3:18].C(=O)([O-])[O-].[Na+].[Na+].ClCCl>O.O1CCOCC1>[CH2:17]([C:19]1[C:20]([F:34])=[CH:21][N:22]=[CH:23][C:24]=1[C:2]1[C:3]([F:16])=[C:4]2[C:9](=[CH:10][CH:11]=1)[N:8]1[C:12]([CH3:15])=[N:13][N:14]=[C:7]1[CH2:6][CH2:5]2)[CH3:18] |f:2.3.4|. Procedure details: To a stirred solution of 7-bromo-6-fluoro-1-methyl-4,5-dihydro-[1,2,4]triazolo[4,3-a]quinoline (146-7; 0.2 g, 0.00704 mol) and 4-ethyl-3-fluoro-5-(4,4,5,5-tetramethyl-1,3,2-dioxaborolan-2-yl)pyridine (0.21 g, 0.0084 mol) in the mixture of 1,4-dioxan (5 mL) and water (5 mL) was added sodium carbonate (0.186 g, 0.0176 mol). Reaction mass was purged with argon for the next 20 min. Catalyst Pd(dppf)2Cl2.dichloromethane (0.28 g, 0.00352 mol) was added and again purged with argon for 10 min and allowe... Reactants: S(O)(O)(=O)=O (sulfuric acid), COC(CCCSC1=NN=C(N1C)C1=CC=CC=C1)OC (3-[(4,4-dimethoxybutyl)thio]-4-methyl-5-phenyl-4H-1,2,4-triazole), C([O-])([O-])=O.[Na+].[Na+] (sodium carbonate). Solvent: C(C)O (ethanol). Reaction conditions: temperature 40 celsius, time 2 hour. Yields the product CN1C(=NN=C1C1=CC=CC=C1)SCCCC=O (4-[(4-Methyl-5-phenyl-4H-1,2,4-triazol-3-yl)thio]butanal). Yield: 89.6%. Reaction SMILES: S(=O)(=O)(O)O.C[O:7][CH:8](OC)[CH2:9][CH2:10][CH2:11][S:12][C:13]1[N:17]([CH3:18])[C:16]([C:19]2[CH:24]=[CH:23][CH:22]=[CH:21][CH:20]=2)=[N:15][N:14]=1.C(=O)([O-])[O-].[Na+].[Na+]>C(O)C>[CH3:18][N:17]1[C:16]([C:19]2[CH:24]=[CH:23][CH:22]=[CH:21][CH:20]=2)=[N:15][N:14]=[C:13]1[S:12][CH2:11][CH2:10][CH2:9][CH:8]=[O:7] |f:2.3.4|. Procedure: Concentrated sulfuric acid was added to a solution of 3-[(4,4-dimethoxybutyl)thio]-4-methyl-5-phenyl-4H-1,2,4-triazole (20.49 mmol, 6.30 g) in ethanol (50 ml) until cloudy. The mixture was stirred at 40° C. for 2 h and then made alkaline with sodium carbonate and subsequently extracted with ethyl acetate. The organic phase was dried and concentrated, resulting in 4.8 g of the title compound colorless oil. Starting materials: [BH4-], C1CCOC1, CCC(CC)(c1ccc(OCC(=O)C(C)(C)C)c(C)c1)c1ccc2cc(C(=O)O)ccc2c1, Cl, [Na+]. Yields the product CCC(CC)(c1ccc(OCC(O)C(C)(C)C)c(C)c1)c1ccc2cc(C(=O)O)ccc2c1. RXN SMILES: [BH4-:34].[CH2:37]1[O:38][CH2:39][CH2:40][CH2:41]1.[CH3:1][C:2]([C:3]([CH2:4][O:5][c:6]1[c:7]([CH3:30])[cH:8][c:9]([C:12]([CH2:13][CH3:14])([CH2:15][CH3:16])[c:17]2[cH:18][c:19]3[cH:20][cH:21][c:22]([C:27](=[O:28])[OH:29])[cH:23][c:24]3[cH:25][cH:26]2)[cH:10][cH:11]1)=[O:31])([CH3:32])[CH3:33].[ClH:36].[Na+:35]>>[CH3:1][C:2]([CH:3]([CH2:4][O:5][c:6]1[c:7]([CH3:30])[cH:8][c:9]([C:12]([CH2:13][CH3:14])([CH2:15][CH3:16])[c:17]2[cH:18][c:19]3[cH:20][cH:21][c:22]([C:27](=[O:28])[OH:29])[cH:23][c:24]3[cH:25][cH:26]2)[cH:10][cH:11]1)[OH:31])([CH3:32])[CH3:33]. Reactants: COC1=CC2CCN(CC2=C(C1)OC)C (1,2,3,4,4a,7-Hexahydro-6,8-dimethoxy-2-methylisoquinoline), CCC(=O)/C(=N/O)/C (2-isonitroso-3-pentanone), CN1CC2C(CC(CC2CC1)=O)=O (octahydro-2-methylisoquinolin-6,8-dione). The reagents and catalysts are [Zn] (zinc). Run in C(C)(=O)O (acetic acid). Yields the product crude product, C(C)C1=C(NC=2CC3CCN(CC3C(C21)=O)C)C (3-ethyl-2,6-dimethyl-4,4a,5,6,7,8,8a,9-octahydro-1H-pyrrolo[2,3-g]isoquinolin-4-one). The yield is 28.8%. RXN SMILES: CO[C:3]1[CH2:12][C:11]([O:13]C)=[C:10]2[CH:5]([CH2:6][CH2:7][N:8]([CH3:15])[CH2:9]2)[CH:4]=1.CN1CCC2C(C(=O)CC(=O)C2)C1.[CH3:29][CH2:30][C:31](/[C:33](/[CH3:36])=[N:34]/O)=O>C(O)(=O)C.[Zn]>[CH2:30]([C:31]1[C:12]2[C:11](=[O:13])[CH:10]3[CH:5]([CH2:6][CH2:7][N:8]([CH3:15])[CH2:9]3)[CH2:4][C:3]=2[NH:34][C:33]=1[CH3:36])[CH3:29]. Reported procedure: 1,2,3,4,4a,7-Hexahydro-6,8-dimethoxy-2-methylisoquinoline (0.56 g, 2.68 mmol) was heated to 90°-100° in 70% aqueous acetic acid (10 ml) to hydrolyze the bis(enolether) to the octahydro-2-methylisoquinolin-6,8-dione. To the hot solution was added zinc dust (0.6 g, 9.25 mmol) and 2-isonitroso-3-pentanone (0.7 g, 6.1 mmol). The mixture was refluxed for 3 hours, cooled and filtered to remove zinc and zinc acetate. The filtrate was concentrated to dryness on a rotary evaporator and the residue was di...